This data is from the Open Reaction Database (ORD), a public repository of structured organic reaction records. The task is: describe an organic reaction: reactants, conditions, products, and yield The reactants are C=CCOC(=O)c1ccc(NC(=O)c2ccc(C34CC5CC(CC(C5)C3)C4)c(OCOC(C)OC)c2)cc1, Cc1ccccc1, COc1ccc(P2(=S)SP(=S)(c3ccc(OC)cc3)S2)cc1, O. Product: C=CCOC(=O)c1ccc(NC(=S)c2ccc(C34CC5CC(CC(C5)C3)C4)c(OCOC(C)OC)c2)cc1. As a reaction SMILES: [C:1]12([c:11]3[c:12]([O:32][CH2:33][O:34][CH:35]([CH3:36])[O:37][CH3:38])[cH:13][c:14]([C:15](=[O:16])[NH:17][c:18]4[cH:19][cH:20][c:21]([C:22](=[O:23])[O:24][CH2:25][CH:26]=[CH2:27])[cH:28][cH:29]4)[cH:30][cH:31]3)[CH2:2][CH:3]3[CH2:4][CH:5]([CH2:6][CH:7]([CH2:8]1)[CH2:9]3)[CH2:10]2.[CH3:39][c:40]1[cH:41][cH:42][cH:43][cH:44][cH:45]1.[CH3:46][O:47][c:48]1[cH:49][cH:50][c:51]([P:52]2(=[S:55])[S:53][P:54]([c:56]3[cH:57][cH:58][c:59]([O:60][CH3:61])[cH:62][cH:63]3)(=[S:64])[S:65]2)[cH:66][cH:67]1.[OH2:68]>>[C:1]12([c:11]3[c:12]([O:32][CH2:33][O:34][CH:35]([CH3:36])[O:37][CH3:38])[cH:13][c:14]([C:15]([NH:17][c:18]4[cH:19][cH:20][c:21]([C:22](=[O:23])[O:24][CH2:25][CH:26]=[CH2:27])[cH:28][cH:29]4)=[S:55])[cH:30][cH:31]3)[CH2:2][CH:3]3[CH2:4][CH:5]([CH2:6][CH:7]([CH2:8]1)[CH2:9]3)[CH2:10]2. The reactants are CO, [H][H], CCC(C)C(CO)NS(=O)(=O)c1ccc(Cl)c([N+](=O)[O-])c1. Yields the product CCC(C)C(CO)NS(=O)(=O)c1ccc(Cl)c(N)c1. As a reaction SMILES: [CH3:24][OH:25].[H:22][H:23].[N+:1]([O-:2])(=[O:3])[c:4]1[cH:5][c:6]([S:11](=[O:12])(=[O:13])[NH:14][CH:15]([CH:16]([CH2:17][CH3:18])[CH3:19])[CH2:20][OH:21])[cH:7][cH:8][c:9]1[Cl:10]>>[NH2:1][c:4]1[cH:5][c:6]([S:11](=[O:12])(=[O:13])[NH:14][CH:15]([CH:16]([CH2:17][CH3:18])[CH3:19])[CH2:20][OH:21])[cH:7][cH:8][c:9]1[Cl:10]. Reaction SMILES: [F:1][C:2]([F:18])([F:17])[C:3]1[CH:8]=[CH:7][C:6]([C:9]2[S:13][C:12]([C:14](=[O:16])[CH3:15])=[CH:11][CH:10]=2)=[CH:5][CH:4]=1.[OH:19][C:20]1[CH:27]=[CH:26][C:23]([CH:24]=O)=[CH:22][C:21]=1[CH3:28]>>[OH:19][C:20]1[CH:27]=[CH:26][C:23]([CH:24]=[CH:15][C:14]([C:12]2[S:13][C:9]([C:6]3[CH:5]=[CH:4][C:3]([C:2]([F:17])([F:1])[F:18])=[CH:8][CH:7]=3)=[CH:10][CH:11]=2)=[O:16])=[CH:22][C:21]=1[CH3:28]. The reactants are FC(C1=CC=C(C=C1)C1=CC=C(S1)C(C)=O)(F)F (1-(5-(4-(trifluoromethyl)phenyl)thien-2-yl)ethanone), OC1=C(C=C(C=O)C=C1)C (4-hydroxy-3-methylbenzaldehyde). Product: OC1=C(C=C(C=C1)C=CC(=O)C=1SC(=CC1)C1=CC=C(C=C1)C(F)(F)F)C (3-(4-Hydroxy-3-methylphenyl)-1-(5-(4-(trifluoromethyl)phenyl)thien-2-yl)prop-2-en-1-one). Procedure: 3-(4-Hydroxy-3-methylphenyl)-1-(5-(4-(trifluoromethyl)phenyl)thien-2-yl)prop-2-en-1-one is prepared from 1-(5-(4-(trifluoromethyl)phenyl)thien-2-yl)ethanone and 4-hydroxy-3-methylbenzaldehyde according to general procedure B. The evaporation residue is washed with dichloromethane. Starting materials: CC(=O)Nc1cccc(Br)[n+]1[O-], CCO, Cl, [Na+], [SH-]. Yields the product CC(=O)Nc1cccc(S)[n+]1[O-]. RXN SMILES: [C:1]([CH3:2])(=[O:3])[NH:4][c:5]1[n+:6]([O-:12])[c:7]([Br:11])[cH:8][cH:9][cH:10]1.[CH3:16][CH2:17][OH:18].[ClH:15].[Na+:14].[SH-:13]>>[C:1]([CH3:2])(=[O:3])[NH:4][c:5]1[n+:6]([O-:12])[c:7]([SH:13])[cH:8][cH:9][cH:10]1.